Task: describe an organic reaction: reactants, conditions, products, and yield. Dataset: the Open Reaction Database (ORD), a public repository of structured organic reaction records Starting materials: COC=1C=C2CC(C(C2=CC1OC)=O)=CC1=CC=NC=C1 (5,6-dimethoxy-2-(4-pyridyl)methylene-1-indanone), CO (methanol), C(Cl)Cl (methylenedichloride). Reagents/catalysts: [Pd] (palladium-charcoal). The solvent is C(C)(=O)OCC (Ethyl acetate). Run at temperature 0 celsius, time 20 minute. Yields the product COC=1C=C2CC(C(C2=CC1OC)=O)CC1=CC=NC=C1 (5,6-dimethoxy-2-(4-pyridyl)methyl-1-indanone). Yield: 99.3%. As a reaction SMILES: [CH3:1][O:2][C:3]1[CH:4]=[C:5]2[C:9](=[CH:10][C:11]=1[O:12][CH3:13])[C:8](=[O:14])[C:7](=[CH:15][C:16]1[CH:21]=[CH:20][N:19]=[CH:18][CH:17]=1)[CH2:6]2.CO.C(Cl)Cl>[Pd].C(OCC)(=O)C>[CH3:1][O:2][C:3]1[CH:4]=[C:5]2[C:9](=[CH:10][C:11]=1[O:12][CH3:13])[C:8](=[O:14])[CH:7]([CH2:15][C:16]1[CH:21]=[CH:20][N:19]=[CH:18][CH:17]=1)[CH2:6]2. Procedure details: The mixture of 5,6-dimethoxy-2-(4-pyridyl)methylene-1-indanone (34 gm), methanol (325 ml), methylenedichloride (200 ml) and 5% palladium-charcoal (2 gm) is taken in a hydrogenation flask and subjected to hydrogenation under a hydrogen pressure of 2 bars for 3 hours. The catalyst is removed by filtration and the solvents are evaporated completely under vacuum to obtain a residue. Ethyl acetate (150 ml) is added to the residue and stirred for 20 minutes at 25° C. to 30° C. The contents are then co... Reactants: N1=CN=C(C2=C1C1=C(O2)CCCC1)O (6,7,8,9-tetrahydro-benzo[4,5]furo[3,2-d]pyrimidin-4-ol), O=P(Cl)(Cl)Cl (POCl3). Conditions: temperature 110 celsius, time 30 minute. Yields the product ClC=1C2=C(N=CN1)C1=C(O2)CCCC1 (4-Chloro-6,7,8,9-tetrahydro-benzo[4,5]furo[3,2-d]pyrimidine). Reaction SMILES: [N:1]1[C:6]2[C:7]3[CH2:13][CH2:12][CH2:11][CH2:10][C:8]=3[O:9][C:5]=2[C:4](O)=[N:3][CH:2]=1.O=P(Cl)(Cl)[Cl:17]>>[Cl:17][C:4]1[C:5]2[O:9][C:8]3[CH2:10][CH2:11][CH2:12][CH2:13][C:7]=3[C:6]=2[N:1]=[CH:2][N:3]=1. Procedure details: A 15 mL sealed tube was charged with 6,7,8,9-tetrahydro-benzo[4,5]furo[3,2-d]pyrimidin-4-ol (0.31 g, 1.6 mmol) and POCl3 (3 mL), sealed, and heated to 110° C. After 30 min, POCl3 was removed under reduced pressure and the resultant residue was purified by FCC (40% EtOAc/hexanes) to afford the desired product as a white solid (0.27 g). MS: 189.0 (negative mode). 1H NMR (400 MHz, d6-DMSO) δ ppm 8.00 (s, 1H), 2.74-2.67 (m, 2H), 2.57-2.51 (m, 2H), 1.90-1.82 (m, 2H), 1.80-1.70 (m, 2H). The reactants are C(=O)(O)C=1C=CC(=C(C(C=CC2=CC=CC=C2)=O)C1)O (5'-Carboxy-2'-hydroxychalcone), [OH-].[Na+] (sodium hydroxide), Cl (hydrochloric acid). The solvent is C(C)O (ethanol), aqueous solution, OO (hydrogen peroxide). Run at temperature 0 celsius, time 2 hour. Yields the product C(=O)(O)C=1C=C2C(C(=C(OC2=CC1)C1=CC=CC=C1)O)=O (6-carboxy-3-hydroxyflavone). Yield: 83.0%. RXN SMILES: [C:1]([C:4]1[CH:5]=[CH:6][C:7]([OH:20])=[C:8]([CH:19]=1)[C:9](=[O:18])[CH:10]=[CH:11][C:12]1[CH:17]=[CH:16][CH:15]=[CH:14][CH:13]=1)([OH:3])=[O:2].[OH-:21].[Na+].Cl>C(O)C.OO>[C:1]([C:4]1[CH:19]=[C:8]2[C:7](=[CH:6][CH:5]=1)[O:20][C:11]([C:12]1[CH:13]=[CH:14][CH:15]=[CH:16][CH:17]=1)=[C:10]([OH:21])[C:9]2=[O:18])([OH:3])=[O:2] |f:1.2|. Procedure: 5'-Carboxy-2'-hydroxychalcone (30 mmol) and sodium hydroxide (5.2 g, 130 mmol) were dissolved in 200 ml of ethanol, to which 11.4 ml (100 mmol) of a 30% aqueous solution of hydrogen peroxide were added under ice cooling. The reaction mixture was stirred at 0° C. for 2 hours and then at room temperature for 16 hours. 2 N hydrochloric acid was added to the reaction mixture to acidify the same. The resulting precipitate was collected by filtration, washed with water, dried in air, and then recrysta...